Dataset: the Open Reaction Database (ORD), a public repository of structured organic reaction records. Task: describe an organic reaction: reactants, conditions, products, and yield Reactants: C(O)([O-])=O.[Na+] (sodium hydrogencarbonate), OC=1C=C(N)C=CC1C (3-hydroxy-4-methylaniline), COCCBr (2-bromoethyl methyl ether), C(=O)([O-])[O-].[Cs+].[Cs+] (Cs2CO3). The solvent is CN(C)C=O (DMF). Conditions: temperature 40 celsius, time 8 hour. The product is CC1=C(C=C(N)C=C1)OCCOC (4-Methyl-3-(2-methoxy)ethoxyaniline). Yield: 101.6%. As a reaction SMILES: [OH:1][C:2]1[CH:3]=[C:4]([CH:6]=[CH:7][C:8]=1[CH3:9])[NH2:5].[CH3:10][O:11][CH2:12][CH2:13]Br.C([O-])([O-])=O.[Cs+].[Cs+].C(=O)([O-])O.[Na+]>CN(C=O)C>[CH3:9][C:8]1[CH:7]=[CH:6][C:4]([NH2:5])=[CH:3][C:2]=1[O:1][CH2:13][CH2:12][O:11][CH3:10] |f:2.3.4,5.6|. Reported procedure: 22.0 g of 3-hydroxy-4-methylaniline, 24.9 g of 2-bromoethyl methyl ether and 233 g of Cs2CO3 are dissolved in 570 ml of DMF and stirred at 40° C. for 8 h. 3 l of a 10% aqueous sodium hydrogencarbonate solution are added, and the mixture is extracted 6 times with 750 ml of EA each time and washed twice with 1 l of a 10% aqueous sodium hydrogencarbonate solution each time. It is dried over sodium sulfate and the solvent is removed in vacuo. 32.9 g of a yellow oil are obtained, which is employed fu... The reactants are ice, [H-].[Na+] (NaH), COC1=CC=C(CO[C@@H]2C=CO[C@@H]([C@@H]2O)CO)C=C1 (3-O-(4-methoxybenzyl)-D-galactal), C(C1=CC=CC=C1)Br (benzyl bromide). Run in O (water), CN(C)C=O (DMF). Reaction conditions: temperature 0 celsius, time 1 hour. Product: EtOAc-hexanes, C(C1=CC=CC=C1)O[C@@H]1[C@@H](C=CO[C@@H]1COCC1=CC=CC=C1)OCC1=CC=C(C=C1)OC (4,6-di-O-benzyl-3-O-(4-methoxybenzyl)-D-galactal). The yield is 94.0%. Reaction SMILES: [CH3:1][O:2][C:3]1[CH:19]=[CH:18][C:6]([CH2:7][O:8][C@H:9]2[C@@H:14]([OH:15])[C@@H:13]([CH2:16][OH:17])[O:12][CH:11]=[CH:10]2)=[CH:5][CH:4]=1.[CH2:20](Br)[C:21]1[CH:26]=[CH:25][CH:24]=[CH:23][CH:22]=1.[H-].[Na+]>CN(C=O)C.O>[CH2:20]([O:15][C@H:14]1[C@@H:13]([CH2:16][O:17][CH2:7][C:6]2[CH:18]=[CH:19][CH:3]=[CH:4][CH:5]=2)[O:12][CH:11]=[CH:10][C@H:9]1[O:8][CH2:7][C:6]1[CH:5]=[CH:4][C:3]([O:2][CH3:1])=[CH:19][CH:18]=1)[C:21]1[CH:26]=[CH:25][CH:24]=[CH:23][CH:22]=1 |f:2.3|. Procedure details: A solution of 3-O-(4-methoxybenzyl)-D-galactal (2.28 g, 8.56 mmol) and benzyl bromide (3.75 mL, 3.68 mol equiv; freshly passed through basic alumina) in DMF (30 mL) under N2 at 0° C. was treated with NaH (1.37 g, 4.0 mol equiv) in two portions. The reaction was stirred 0.5 h at 0° C. and 1 h at rt. The reaction was carefully poured into 50 g of crushed ice, diluted to 100 mL with water, then extracted with EtOAc-hexanes (1:1, 100 mL×3). Organic extracts were washed with water (100 mL×2), dried (... Starting materials: OC=1C=CC=C2C=CC=NC12 (8-hydroxyquinoline), BrC=1C=CC2=C(N(C=3CCN(CCC32)C(=O)OC(C)(C)C)C)N1 (tert-Butyl 2-bromo-10-methyl-5,8,9,10-tetrahydropyrido[3′,2′:4,5]pyrrolo[2,3-d]azepine-7(6H)-carboxylate), FC(C1=CC=C(C=N1)C1=CC(NC=C1)=O)(F)F (4-(6-(trifluoromethyl)pyridin-3-yl)pyridin-2(1H)-one), C(=O)([O-])[O-].[Cs+].[Cs+] (Cs2CO3). The reagents and catalysts are [Cu](I)I (copper iodide). The solvent is CS(=O)C (DMSO). Conditions: temperature 130 celsius, time 6 hour. Product: CN1C2=C(C3=C1CCN(CC3)C(=O)OC(C)(C)C)C=CC(=N2)N2C(C=C(C=C2)C=2C=NC(=CC2)C(F)(F)F)=O (tert-Butyl 10-methyl-2-(2-oxo-4-(6-(trifluoromethyl)pyridin-3-yl)pyridin-1(2H)-yl)-5,8,9,10-tetrahydropyrido[3′,2′:4,5]pyrrolo[2,3-d]azepine-7(6H)-carboxylate). The yield is 19.6%. RXN SMILES: Br[C:2]1[CH:3]=[CH:4][C:5]2[C:14]3[CH2:13][CH2:12][N:11]([C:15]([O:17][C:18]([CH3:21])([CH3:20])[CH3:19])=[O:16])[CH2:10][CH2:9][C:8]=3[N:7]([CH3:22])[C:6]=2[N:23]=1.[F:24][C:25]([F:40])([F:39])[C:26]1[N:31]=[CH:30][C:29]([C:32]2[CH:37]=[CH:36][NH:35][C:34](=[O:38])[CH:33]=2)=[CH:28][CH:27]=1.C([O-])([O-])=O.[Cs+].[Cs+].OC1C=CC=C2C=1N=CC=C2>CS(C)=O.[Cu](I)I>[CH3:22][N:7]1[C:8]2[CH2:9][CH2:10][N:11]([C:15]([O:17][C:18]([CH3:21])([CH3:20])[CH3:19])=[O:16])[CH2:12][CH2:13][C:14]=2[C:5]2[CH:4]=[CH:3][C:2]([N:35]3[CH:36]=[CH:37][C:32]([C:29]4[CH:30]=[N:31][C:26]([C:25]([F:24])([F:39])[F:40])=[CH:27][CH:28]=4)=[CH:33][C:34]3=[O:38])=[N:23][C:6]1=2 |f:2.3.4|. Procedure details: tert-Butyl 2-bromo-10-methyl-5,8,9,10-tetrahydropyrido[3′,2′:4,5]pyrrolo[2,3-d]azepine-7(6H)-carboxylate (0.20 g, 0.53 mmol), 4-(6-(trifluoromethyl)pyridin-3-yl)pyridin-2(1H)-one (0.13 g, 0.55 mmol), and Cs2CO3 (0.19 g, 0.58 mmol) were suspended in DMSO (3.0 mL), and the mixture was degassed under vacuum for 15 min. The system was flushed with Ar, and 8-hydroxyquinoline (23 mg, 0.16 mmol) and copper iodide (0.13 g, 0.69 mmol) were added to the suspension. The evacuation/Ar flushing process was r... Reactants: COC1=C(C(=N)N)C=CC=C1 (2-methoxybenzamidine), ClC1=C(C=C(C#N)C#N)C=CC(=C1)Cl (2-(2,4-dichloro-benzylidene)-malononitrile). Product: NCC=1C(=NC(=NC1C1=C(C=C(C=C1)Cl)Cl)C1=C(C=CC=C1)OC)N (5-Aminomethyl-6-(2,4-dichloro-phenyl)-2-(2-methoxy-phenyl)-pyrimidin-4-ylamine). RXN SMILES: [CH3:1][O:2][C:3]1[CH:11]=[CH:10][CH:9]=[CH:8][C:4]=1[C:5]([NH2:7])=[NH:6].[Cl:12][C:13]1[CH:24]=[C:23]([Cl:25])[CH:22]=[CH:21][C:14]=1[CH:15]=[C:16]([C:19]#[N:20])[C:17]#[N:18]>>[NH2:20][CH2:19][C:16]1[C:17]([NH2:18])=[N:6][C:5]([C:4]2[CH:8]=[CH:9][CH:10]=[CH:11][C:3]=2[O:2][CH3:1])=[N:7][C:15]=1[C:14]1[CH:21]=[CH:22][C:23]([Cl:25])=[CH:24][C:13]=1[Cl:12]. Reported procedure: The title compound, MS: m/e=374.8 (M+H+), was prepared from 2-methoxybenzamidine and 2-(2,4-dichloro-benzylidene)-malononitrile in analogy to the process described in Example 11 as a solid. Reactants: C(C)(C)(C)C=1N=C(C2=C(N1)N(N=N2)CC2=C(C=CC=C2)Cl)N2CCOCC2 (5-tert-Butyl-3-(2-chloro-benzyl)-7-morpholin-4-yl-3H-[1,2,3]triazolo[4,5-d]pyrimidine), C(C)(C)(C)C=1N=C(C2=C(N1)N(N=N2)CC2=C(C=CC=C2)Cl)Cl (5-tert-butyl-7-chloro-3-(2-chlorobenzyl)-3H-[1,2,3]triazolo[4,5-d]pyrimidine), C(C(=O)O)(=O)O.C1OCC12CNC2 (2-oxa-6-azaspiro[3.3]heptane oxalate). The product is C(C)(C)(C)C=1N=C(C2=C(N1)N(N=N2)CC2=C(C=CC=C2)Cl)N2CC1(COC1)C2 (5-tert-Butyl-3-(2-chloro-benzyl)-7-(2-oxa-6-aza-spiro[3.3]hept-6-yl)-3H-[1,2,3]triazolo[4,5-d]pyrimidine), solid. The yield is 57.0%. RXN SMILES: [C:1]([C:5]1[N:6]=[C:7]([N:22]2[CH2:27][CH2:26]OC[CH2:23]2)[C:8]2[N:13]=[N:12][N:11]([CH2:14][C:15]3[CH:20]=[CH:19][CH:18]=[CH:17][C:16]=3[Cl:21])[C:9]=2[N:10]=1)([CH3:4])([CH3:3])[CH3:2].C(C1N=C(Cl)C2N=NN(CC3C=CC=CC=3Cl)C=2N=1)(C)(C)C.C(O)(=O)C(O)=O.[CH2:56]1C2(CNC2)[CH2:58][O:57]1>>[C:1]([C:5]1[N:6]=[C:7]([N:22]2[CH2:23][C:26]3([CH2:58][O:57][CH2:56]3)[CH2:27]2)[C:8]2[N:13]=[N:12][N:11]([CH2:14][C:15]3[CH:20]=[CH:19][CH:18]=[CH:17][C:16]=3[Cl:21])[C:9]=2[N:10]=1)([CH3:3])([CH3:4])[CH3:2] |f:2.3|. Reported procedure: In analogy to the procedure described for the synthesis of 5-tert-butyl-3-(2-chloro-benzyl)-7-morpholin-4-yl-3H-[1,2,3]triazolo[4,5-d]pyrimidine (example 1, step c), the title compound was prepared from 5-tert-butyl-7-chloro-3-(2-chlorobenzyl)-3H-[1,2,3]triazolo[4,5-d]pyrimidine and 2-oxa-6-azaspiro[3.3]heptane oxalate and isolated as white solid (10.8 mg, 57%). MS (m/e): 399.4 (MH+).